From a dataset of the Open Reaction Database (ORD), a public repository of structured organic reaction records. describe an organic reaction: reactants, conditions, products, and yield As a reaction SMILES: [Cl:1][c:2]1[cH:3][cH:4][c:5]([C:6](=[O:7])[Cl:8])[cH:9][cH:10]1.[NH2:11][c:12]1[cH:13][c:14]([CH:19]([C:20]#[N:21])[CH3:22])[cH:15][cH:16][c:17]1[OH:18].[cH:23]1[cH:24][cH:25][n:26][cH:27][cH:28]1>>[Cl:1][c:2]1[cH:3][cH:4][c:5]([C:6](=[O:7])[NH:11][c:12]2[cH:13][c:14]([CH:19]([C:20]#[N:21])[CH3:22])[cH:15][cH:16][c:17]2[OH:18])[cH:9][cH:10]1. Product: CC(C#N)c1ccc(O)c(NC(=O)c2ccc(Cl)cc2)c1. Reactants: O=C(Cl)c1ccc(Cl)cc1, CC(C#N)c1ccc(O)c(N)c1, c1ccncc1. Starting materials: C(C)(=O)N1CCC(=CC1)C1=C(C=C2C(C3=C(N(C2=C1)C1CC1)SNC3=O)=O)F (7-(1-Acetyl-1,2,3,6-tetrahydro-pyridin-4-yl)-9-cyclopropyl-6-fluoro-9H-isothiazolo[5,4-b]quinoline-3,4-dione). Run in Cl (hydrochloric acid). Reaction conditions: temperature 90 celsius. Product: N1CCC(=CC1)C1=C(C=C2C(C3=C(N(C2=C1)C1CC1)SNC3=O)=O)F (7-(1,2,3,6-tetrahydro-pyridin-4-yl)-9-cyclopropyl-6-fluoro-9H-isothiazolo[5,4-b]quinoline-3,4-dione). The yield is 98.0%. As a reaction SMILES: C([N:4]1[CH2:9][CH:8]=[C:7]([C:10]2[CH:19]=[C:18]3[C:13]([C:14](=[O:27])[C:15]4[C:25](=[O:26])[NH:24][S:23][C:16]=4[N:17]3[CH:20]3[CH2:22][CH2:21]3)=[CH:12][C:11]=2[F:28])[CH2:6][CH2:5]1)(=O)C>Cl>[NH:4]1[CH2:5][CH:6]=[C:7]([C:10]2[CH:19]=[C:18]3[C:13]([C:14](=[O:27])[C:15]4[C:25](=[O:26])[NH:24][S:23][C:16]=4[N:17]3[CH:20]3[CH2:22][CH2:21]3)=[CH:12][C:11]=2[F:28])[CH2:8][CH2:9]1. Reported procedure: Compound 26 (11.1 mg, 0.028 mmol) is dissolved partially in an aqueous solution of hydrochloric acid (6 M, 3.0 mL) in air and heated at 90° C. to give an amber solution. After 22 h of heating, the solvent is removed under reduced pressure. The residue is dissolved in water (˜3 mL) and titrated to pH 7 with dilute sodium hydroxide. The precipitated solid is collected by filtration, washed with water (2×10 mL), and dried in vacuo to give 27 as a yellow solid (98% purity by HPLC). mp >241-242° C. d... Starting materials: COC(=O)C=1N(C=C(C(C1OCC1=CC=CC=C1)=O)C(NCC1=CC=C(C=C1)F)=O)CC=O (3-benzyloxy-5-(4-fluoro-benzylcarbamoyl)-4-oxo-(2-oxo-ethyl)-1,4-dihydro-pyridine-2-carboxylic acid methyl ester), Cl.Cl.N[C@H](CCNCCOC)C ([(3S)-3-Aminobutyl][2(methyloxy)ethyl]amine bis hydrochloride), (4S,12aS)-N-[(4-fluorophenyl)methyl]-4-methyl-1-[2-(methyloxy)ethyl]-6,8-dioxo-7-[(phenylmethyl)oxy]-1,2,8,4,6,8,12,12a-octahydropyrido[1′,2′:4,5]pyrazino[1,2-a]pyrimidine-9-carboxamide. Run in CO.ClCCl (methanol dichloromethane). The product is FC1=CC=C(C=C1)CNC(=O)C=1C(C(=C2N(C[C@@H]3N([C@H](CCN3CCOC)C)C2=O)C1)O)=O ((4S,12aS)-N-[(4-Fluorophenyl)methyl)-7-hydroxy-4-methy-1-(2-(methyloxy)ethyl]-6,8-dioxo-1,2,3,4,6,8,12,12a-octahydropyrido[1′,2′:4,5]pyrazino (1,2-a)pyrimidine-9-carboxamide). Isolated yield 57.7%. RXN SMILES: CO[C:3]([C:5]1[N:6]([CH2:31][CH:32]=O)[CH:7]=[C:8]([C:20](=[O:30])[NH:21][CH2:22][C:23]2[CH:28]=[CH:27][C:26]([F:29])=[CH:25][CH:24]=2)[C:9](=[O:19])[C:10]=1[O:11]CC1C=CC=CC=1)=[O:4].Cl.Cl.[NH2:36][C@@H:37]([CH3:45])[CH2:38][CH2:39][NH:40][CH2:41][CH2:42][O:43][CH3:44]>CO.ClCCl>[F:29][C:26]1[CH:25]=[CH:24][C:23]([CH2:22][NH:21][C:20]([C:8]2[C:9](=[O:19])[C:10]([OH:11])=[C:5]3[C:3](=[O:4])[N:36]4[C@@H:37]([CH3:45])[CH2:38][CH2:39][N:40]([CH2:41][CH2:42][O:43][CH3:44])[C@@H:32]4[CH2:31][N:6]3[CH:7]=2)=[O:30])=[CH:28][CH:27]=1 |f:1.2.3,4.5|. Reported procedure: In a manner similar to that described in example Z-36, from 16 (15 mg, 0.034 mmol) and [(3S)-3-Aminobutyl][2(methyloxy)ethyl]amine bis hydrochloride (19 mg, 0.087 mmol), (4S,12aS)-N-[(4-fluorophenyl)methyl]-4-methyl-1-[2-(methyloxy)ethyl]-6,8-dioxo-7-[(phenylmethyl)oxy]-1,2,8,4,6,8,12,12a-octahydropyrido[1′,2′:4,5]pyrazino[1,2-a]pyrimidine-9-carboxamide was prepared as a white solid after silica gel chromatography (1-12% methanol/dichloromethane). This material was deprotected in a second step s... Starting materials: BrC=1C=C2CC[C@@H](CC2=CC1)NC(C1=CC=C(C=C1)OC[C@H]1OCCC1)=O (N-((S)-6-bromo-1,2,3,4-tetrahydronaphthalen-2-yl)-4-[(S)-1-(tetrahydrofuran-2-yl)methoxy]benzamide), C1(=CC=CC=C1)C (toluene), C(C=C)[Sn](CCCC)(CCCC)CCCC (allyltributyltin). The reagents and catalysts are C=1C=CC(=CC1)[P](C=2C=CC=CC2)(C=3C=CC=CC3)[Pd]([P](C=4C=CC=CC4)(C=5C=CC=CC5)C=6C=CC=CC6)([P](C=7C=CC=CC7)(C=8C=CC=CC8)C=9C=CC=CC9)[P](C=1C=CC=CC1)(C=1C=CC=CC1)C=1C=CC=CC1 (Pd(PPh3)4). The solvent is C(C)(=O)OCC (ethyl acetate). Product: C(C=C)C=1C=C2CC[C@@H](CC2=CC1)NC(C1=CC=C(C=C1)OC[C@H]1OCCC1)=O (N-((S)-6-Allyl-1,2,3,4-tetrahydronaphthalen-2-yl)-4-[(S)-1-(tetrahydrofuran-2-yl)methoxy]benzamide). RXN SMILES: Br[C:2]1[CH:3]=[C:4]2[C:9](=[CH:10][CH:11]=1)[CH2:8][C@@H:7]([NH:12][C:13](=[O:27])[C:14]1[CH:19]=[CH:18][C:17]([O:20][CH2:21][C@@H:22]3[CH2:26][CH2:25][CH2:24][O:23]3)=[CH:16][CH:15]=1)[CH2:6][CH2:5]2.[C:28]1(C)[CH:33]=CC=C[CH:29]=1.C([Sn](CCCC)(CCCC)CCCC)C=C>C(OCC)(=O)C.C1C=CC([P]([Pd]([P](C2C=CC=CC=2)(C2C=CC=CC=2)C2C=CC=CC=2)([P](C2C=CC=CC=2)(C2C=CC=CC=2)C2C=CC=CC=2)[P](C2C=CC=CC=2)(C2C=CC=CC=2)C2C=CC=CC=2)(C2C=CC=CC=2)C2C=CC=CC=2)=CC=1>[CH2:33]([C:2]1[CH:3]=[C:4]2[C:9](=[CH:10][CH:11]=1)[CH2:8][C@@H:7]([NH:12][C:13](=[O:27])[C:14]1[CH:15]=[CH:16][C:17]([O:20][CH2:21][C@@H:22]3[CH2:26][CH2:25][CH2:24][O:23]3)=[CH:18][CH:19]=1)[CH2:6][CH2:5]2)[CH:28]=[CH2:29] |^1:60,62,81,100|. Procedure: A mixture of N-((S)-6-bromo-1,2,3,4-tetrahydronaphthalen-2-yl)-4-[(S)-1-(tetrahydrofuran-2-yl)methoxy]benzamide (1.00 g), toluene (10 ml), Pd(PPh3)4 (26.7 mg) and allyltributyltin (2.46 g) was boiled at reflux for 5 hours. The cooled reaction mixture was diluted with ethyl acetate and washed with water. The organic phase was washed with sodium chloride solution, dried over sodium sulfate and concentrated. The residue was purified by chromatography on silica gel. The product was thus obtained wit... The reactants are CCCCCCCCCCCCCCCCCCC1CC(=O)OC1=O, C1CO1, c1ccccc1. Yields the product CCCCCCCCCCCCCCCCCCC(CC(=O)O)C(=O)O. Reaction SMILES: [CH2:1]([CH2:2][CH2:3][CH2:4][CH2:5][CH2:6][CH2:7][CH2:8][CH2:9][CH2:10][CH2:11][CH2:12][CH2:13][CH2:14][CH2:15][CH2:16][CH2:17][CH3:18])[CH:19]1[C:20](=[O:21])[O:22][C:23](=[O:25])[CH2:24]1.[CH2:26]1[CH2:27][O:28]1.[cH:29]1[cH:30][cH:31][cH:32][cH:33][cH:34]1>>[CH2:1]([CH2:2][CH2:3][CH2:4][CH2:5][CH2:6][CH2:7][CH2:8][CH2:9][CH2:10][CH2:11][CH2:12][CH2:13][CH2:14][CH2:15][CH2:16][CH2:17][CH3:18])[CH:19]([C:20](=[O:21])[OH:28])[CH2:24][C:23]([OH:22])=[O:25]. Starting materials: IC=1C(=NC=NC1)N[C@@H](C)C1=NN2C(C(N1C1=CC=CC=C1)=O)=CC=C2 ((S)-2-(1-((5-Iodopyrimidin-4-yl)amino)ethyl)-3-phenylpyrrolo[2,1-f][1,2,4]triazin-4(3H)-one), FC=1C=C(C=C(C1)O)B(O)O ((3-fluoro-5-hydroxyphenyl)boronic acid), C([O-])([O-])=O.[Na+].[Na+] (sodium carbonate). The product is FC=1C=C(C=C(C1)O)C=1C(=NC=NC1)N[C@@H](C)C1=NN2C(C(N1C1=CC=CC=C1)=O)=CC=C2 ((S)-2-(1-((5-(3-Fluoro-5-hydroxyphenyl)pyrimidin-4-yl)amino)ethyl)-3-phenylpyrrolo[2,1-f][1,2,4]triazin-4(3H)-one). The yield is 33.9%. As a reaction SMILES: I[C:2]1[C:3]([NH:8][C@H:9]([C:11]2[N:16]([C:17]3[CH:22]=[CH:21][CH:20]=[CH:19][CH:18]=3)[C:15](=[O:23])[C:14]3=[CH:24][CH:25]=[CH:26][N:13]3[N:12]=2)[CH3:10])=[N:4][CH:5]=[N:6][CH:7]=1.[F:27][C:28]1[CH:29]=[C:30](B(O)O)[CH:31]=[C:32]([OH:34])[CH:33]=1.C(=O)([O-])[O-].[Na+].[Na+]>>[F:27][C:28]1[CH:29]=[C:30]([C:2]2[C:3]([NH:8][C@H:9]([C:11]3[N:16]([C:17]4[CH:22]=[CH:21][CH:20]=[CH:19][CH:18]=4)[C:15](=[O:23])[C:14]4=[CH:24][CH:25]=[CH:26][N:13]4[N:12]=3)[CH3:10])=[N:4][CH:5]=[N:6][CH:7]=2)[CH:31]=[C:32]([OH:34])[CH:33]=1 |f:2.3.4|. Procedure: (S)-2-(1-((5-Iodopyrimidin-4-yl)amino)ethyl)-3-phenylpyrrolo[2,1-f][1,2,4]triazin-4(3H)-one (30 mg, 0.07 mol) was treated with (3-fluoro-5-hydroxyphenyl)boronic acid (15 mg, 0.10 mmol), 1,1′-bis(diphenylphosphino)ferrocene-palladium(II)dichloride dichloromethane complex (87 mg, 0.1 mmol) and sodium carbonate (2M, 147 μl, 0.29 mol) according to the method described in Example 3 to give 15 mg (52% yield) of the title compound as a white solid. Purity 99%.